This data is from the Open Reaction Database (ORD), a public repository of structured organic reaction records. The task is: describe an organic reaction: reactants, conditions, products, and yield Reactants: [Br-], CC(C)(C)Oc1nc(Cl)cnc1C=O, CCOCC, CC#N, [F-], [K+], C1COCCOCCOCCOCCOCCO1, c1ccc([P+](c2ccccc2)(c2ccccc2)c2ccccc2)cc1. Yields the product CC(C)(C)Oc1nc(F)cnc1C=O. RXN SMILES: [Br-:43].[C:1]([CH3:2])([CH3:3])([CH3:4])[O:5][c:6]1[c:7]([CH:13]=[O:14])[n:8][cH:9][c:10]([Cl:12])[n:11]1.[CH3:35][CH2:36][O:37][CH2:38][CH3:39].[CH3:40][C:41]#[N:42].[F-:15].[K+:16].[O:17]1[CH2:18][CH2:19][O:20][CH2:21][CH2:22][O:23][CH2:24][CH2:25][O:26][CH2:27][CH2:28][O:29][CH2:30][CH2:31][O:32][CH2:33][CH2:34]1.[c:44]1([P+:45]([c:46]2[cH:47][cH:48][cH:49][cH:50][cH:51]2)([c:52]2[cH:53][cH:54][cH:55][cH:56][cH:57]2)[c:58]2[cH:59][cH:60][cH:61][cH:62][cH:63]2)[cH:64][cH:65][cH:66][cH:67][cH:68]1>>[C:1]([CH3:2])([CH3:3])([CH3:4])[O:5][c:6]1[c:7]([CH:13]=[O:14])[n:8][cH:9][c:10]([F:15])[n:11]1. Starting materials: COC(C)[Si](C)(C)C, Cc1ccc(F)cc1C1N(CCCCl)C(=O)CC(c2cccc(Cl)c2)C12C(=O)Nc1cc(Cl)ccc12, O=C(O)C(F)(F)F, O=S1(=O)CCNCC1. The product is Cc1ccc(F)cc1C1N(CCCN2CCS(=O)(=O)CC2)C(=O)CC(c2cccc(Cl)c2)C12C(=O)Nc1cc(Cl)ccc12. As a reaction SMILES: [CH3:1][O:2][CH:3]([Si:4]([CH3:5])([CH3:6])[CH3:7])[CH3:8].[Cl:9][c:10]1[cH:11][cH:12][c:13]2[c:17]([cH:18]1)[NH:16][C:15](=[O:19])[C:14]21[CH:20]([c:37]2[c:38]([CH3:44])[cH:39][cH:40][c:41]([F:43])[cH:42]2)[N:21]([CH2:33][CH2:34][CH2:35][Cl:36])[C:22](=[O:32])[CH2:23][CH:24]1[c:25]1[cH:26][c:27]([Cl:31])[cH:28][cH:29][cH:30]1.[OH:53][C:54]([C:55]([F:56])([F:57])[F:58])=[O:59].[S:45]1(=[O:51])(=[O:52])[CH2:46][CH2:47][NH:48][CH2:49][CH2:50]1>>[Cl:9][c:10]1[cH:11][cH:12][c:13]2[c:17]([cH:18]1)[NH:16][C:15](=[O:19])[C:14]21[CH:20]([c:37]2[c:38]([CH3:44])[cH:39][cH:40][c:41]([F:43])[cH:42]2)[N:21]([CH2:33][CH2:34][CH2:35][N:48]2[CH2:47][CH2:46][S:45](=[O:51])(=[O:52])[CH2:50][CH2:49]2)[C:22](=[O:32])[CH2:23][CH:24]1[c:25]1[cH:26][c:27]([Cl:31])[cH:28][cH:29][cH:30]1. The reactants are CC(C)=O, Cl, CC(C)(C)OC(=O)N1CCC(n2nc(I)c3c(N)ncnc32)C1. The product is Cl, Nc1ncnc2c1c(I)nn2C1CCNC1. RXN SMILES: [CH3:25][C:26](=[O:27])[CH3:28].[ClH:24].[NH2:1][c:2]1[c:3]2[c:4]([n:5][cH:6][n:7]1)[n:8]([CH:12]1[CH2:13][N:14]([C:17]([O:18][C:19]([CH3:20])([CH3:21])[CH3:22])=[O:23])[CH2:15][CH2:16]1)[n:9][c:10]2[I:11]>>[ClH:24].[NH2:1][c:2]1[c:3]2[c:4]([n:5][cH:6][n:7]1)[n:8]([CH:12]1[CH2:13][NH:14][CH2:15][CH2:16]1)[n:9][c:10]2[I:11]. Starting materials: CC1=CC=C(C(C(=O)O)(O)C2=CC=C(C=C2)C)C=C1 (4,4′-dimethylbenzilic acid), [O-]CC.[Na+] (sodium ethoxide), CI (methyl iodide), [Na] (sodium). RXN SMILES: [CH3:1][C:2]1[CH:19]=[CH:18][C:5]([C:6]([C:11]2[CH:16]=[CH:15][C:14]([CH3:17])=[CH:13][CH:12]=2)([OH:10])[C:7]([OH:9])=[O:8])=[CH:4][CH:3]=1.[O-][CH2:21]C.[Na+].[Na].CI>C(O)C.O>[CH3:17][C:14]1[CH:13]=[CH:12][C:11]([C:6]([C:5]2[CH:4]=[CH:3][C:2]([CH3:1])=[CH:19][CH:18]=2)([OH:10])[C:7]([O:9][CH3:21])=[O:8])=[CH:16][CH:15]=1 |f:1.2,^1:23|. Procedure: At 20° C., 12.43 g (0.048 mol) of 4,4′-dimethylbenzilic acid in 50 ml ethanol is added dropwise to freshly prepared sodium ethoxide solution containing 1.1 g (0.045 mol) of sodium and 100 ml of ethanol and the mixture is stirred for 30 minutes. The solution is evaporated to dryness, the residue dissolved in 50 ml of DMF, 9.08 g (0.064 mol) of methyl iodide is added dropwise at 20° C., and stirring is continued for a further 24 hours. 300 ml of water are added dropwise to the resulting suspension... Conditions: time 30 minute. Yields the product CC1=CC=C(C(C(=O)OC)(O)C2=CC=C(C=C2)C)C=C1 (methyl 4,4′-dimethylbenzilate). Run in C(C)O (ethanol), O (water), C(C)O (ethanol). Procedure details: Under argon, 2-(1-{[5-methyl-3-(trifluoromethyl)-1H-pyrazol-1-yl]acetyl}piperidin-4-yl)-1,3-thiazol-4-carbaldehyde (200 mg) is dissolved in methanol (5 ml) and potassium carbonate (215 mg) and dimethyl 1-diazo-2-oxopropylphosphonate (199 mg) are added. The mixture is stirred at 40° C. After aqueous work-up, the mixture is extracted with ethyl acetate and the extracts are dried with sodium sulphate and concentrated under reduced pressure. The residue is purified chromatographically. This gives 1-... Yields the product C(#C)C=1N=C(SC1)C1CCN(CC1)C(CN1N=C(C=C1C)C(F)(F)F)=O (1-[4-(4-Ethynyl-1,3-thiazol-2-yl)piperidin-1-yl]-2-[5-methyl-3-(trifluoromethyl)-1H-pyrazol-1-yl]ethanone). Reaction SMILES: [CH3:1][C:2]1[N:6]([CH2:7][C:8]([N:10]2[CH2:15][CH2:14][CH:13]([C:16]3[S:17][CH:18]=[C:19]([CH:21]=O)[N:20]=3)[CH2:12][CH2:11]2)=[O:9])[N:5]=[C:4]([C:23]([F:26])([F:25])[F:24])[CH:3]=1.[C:27](=O)([O-])[O-].[K+].[K+].[N+](=C(P(=O)(OC)OC)C(=O)C)=[N-]>CO>[C:21]([C:19]1[N:20]=[C:16]([CH:13]2[CH2:12][CH2:11][N:10]([C:8](=[O:9])[CH2:7][N:6]3[C:2]([CH3:1])=[CH:3][C:4]([C:23]([F:26])([F:24])[F:25])=[N:5]3)[CH2:15][CH2:14]2)[S:17][CH:18]=1)#[CH:27] |f:1.2.3|. Reaction conditions: temperature 40 celsius. The solvent is CO (methanol). Reactants: C([O-])([O-])=O.[K+].[K+] (potassium carbonate), [N+](=[N-])=C(C(C)=O)P(OC)(OC)=O (dimethyl 1-diazo-2-oxopropylphosphonate), CC1=CC(=NN1CC(=O)N1CCC(CC1)C=1SC=C(N1)C=O)C(F)(F)F (2-(1-{[5-methyl-3-(trifluoromethyl)-1H-pyrazol-1-yl]acetyl}piperidin-4-yl)-1,3-thiazol-4-carbaldehyde). The product is CCOC(=O)c1cc2occ(CC)c2[nH]1. The reactants are CCOC(C)=O, C=Cc1coc2cc(C(=O)OCC)[nH]c12. As a reaction SMILES: [CH3:16][CH2:17][O:18][C:19]([CH3:20])=[O:21].[CH:1](=[CH2:2])[c:3]1[cH:4][o:5][c:6]2[c:7]1[nH:8][c:9]([C:11](=[O:12])[O:13][CH2:14][CH3:15])[cH:10]2>>[CH2:1]([CH3:2])[c:3]1[cH:4][o:5][c:6]2[c:7]1[nH:8][c:9]([C:11](=[O:12])[O:13][CH2:14][CH3:15])[cH:10]2. The reactants are S1C(=NCC1)NC1(C(CS(CC1=CC1=CC=C(C=C1)OC)(=O)=O)=CC1=CC=C(C=C1)OC)O (4-[(4,5-dihydro-2-thiazolyl)amino]-tetrahydro-3,5-bis[(4-methoxyphenyl)methylene]thiopyran-4-ol-1,1-dioxide). Solvent: CCCCO (n-BuOH), CS(=O)C (DMSO). Yields the product COC1=CC=C(C=C1)C1C2=C(N=C3N1CCS3)C(CS(C2)(=O)=O)=CC2=CC=C(C=C2)OC (2,3,8,9-Tetrahydro-5-(4-methoxyphenyl)-9-[(4-methoxyphenyl)methylene]-5H,6H-thiazolo[3,2-a]thiopyrano[4,3-d]pyrimidine-7,7-dioxide). Reaction SMILES: [S:1]1[CH2:5][CH2:4][N:3]=[C:2]1[NH:6][C:7]1(O)[C:12](=[CH:13][C:14]2[CH:19]=[CH:18][C:17]([O:20][CH3:21])=[CH:16][CH:15]=2)[CH2:11][S:10](=[O:23])(=[O:22])[CH2:9][C:8]1=[CH:24][C:25]1[CH:30]=[CH:29][C:28]([O:31][CH3:32])=[CH:27][CH:26]=1>CCCCO.CS(C)=O>[CH3:32][O:31][C:28]1[CH:29]=[CH:30][C:25]([CH:24]2[N:3]3[CH2:4][CH2:5][S:1][C:2]3=[N:6][C:7]3[C:12](=[CH:13][C:14]4[CH:15]=[CH:16][C:17]([O:20][CH3:21])=[CH:18][CH:19]=4)[CH2:11][S:10](=[O:22])(=[O:23])[CH2:9][C:8]2=3)=[CH:26][CH:27]=1. Procedure details: A suspension of 4-[(4,5-dihydro-2-thiazolyl)amino]-tetrahydro-3,5-bis[(4-methoxyphenyl)methylene]thiopyran-4-ol-1,1-dioxide (6.0 g, 0.012 mole) in 75 ml of n-BuOH and 25 ml of DMSO is stirred and heated at reflux for 1 hour. The volume of the resulting solution is reduced by approximately one-half using a Dean-Stark trap. After cooling, the yield of yellow product is 4.7 g, m.p. 235°-240°. Crystallization from 25 ml of DMF gives 4.0 g (69%) of cream colored product, m.p. 243°-245°. Starting materials: FC(S(=O)(=O)OC1=CC2=C3CCCCC3=CN=C2C=C1)(F)F (2-[(Trifluoromethanesulfonyl)oxy]-7,8,9,10-tetrahydrophenanthridine), [Si](C1=CC=CC=C1)(C1=CC=CC=C1)(C(C)(C)C)OCC#C (3-[(tert-butyldiphenylsilyl)oxy]propyne), [Si](C1=CC=CC=C1)(C1=CC=CC=C1)(C(C)(C)C)OCC#C (3-[(tert-butyldiphenylsilyl)oxy]propyne), C(C)NCC (diethylamine). Reagents/catalysts: Cl[Pd]([P](C1=CC=CC=C1)(C2=CC=CC=C2)C3=CC=CC=C3)([P](C4=CC=CC=C4)(C5=CC=CC=C5)C6=CC=CC=C6)Cl (bis(triphenylphosphine)palladium(II) chloride), [Cu]I (copper (I) iodide). Solvent: C(C)(=O)OCC (ethyl acetate). Conditions: time 11 hour. Product: [Si](C1=CC=CC=C1)(C1=CC=CC=C1)(C(C)(C)C)OCC#CC1=CC2=C3CCCCC3=CN=C2C=C1 (2-[3-[(tert-Butyldiphenylsilyl)oxy]propynyl)-7,8,9,10-tetrahydrophenanthridine). Isolated yield 96.9%. Reaction SMILES: FC(F)(F)S(O[C:7]1[CH:20]=[CH:19][C:18]2[C:9](=[C:10]3[C:15](=[CH:16][N:17]=2)[CH2:14][CH2:13][CH2:12][CH2:11]3)[CH:8]=1)(=O)=O.[Si:23]([O:40][CH2:41][C:42]#[CH:43])([C:36]([CH3:39])([CH3:38])[CH3:37])([C:30]1[CH:35]=[CH:34][CH:33]=[CH:32][CH:31]=1)[C:24]1[CH:29]=[CH:28][CH:27]=[CH:26][CH:25]=1.C(NCC)C>C(OCC)(=O)C.[Cu]I.Cl[Pd](Cl)([P](C1C=CC=CC=1)(C1C=CC=CC=1)C1C=CC=CC=1)[P](C1C=CC=CC=1)(C1C=CC=CC=1)C1C=CC=CC=1>[Si:23]([O:40][CH2:41][C:42]#[C:43][C:7]1[CH:20]=[CH:19][C:18]2[C:9](=[C:10]3[C:15](=[CH:16][N:17]=2)[CH2:14][CH2:13][CH2:12][CH2:11]3)[CH:8]=1)([C:36]([CH3:37])([CH3:38])[CH3:39])([C:30]1[CH:31]=[CH:32][CH:33]=[CH:34][CH:35]=1)[C:24]1[CH:29]=[CH:28][CH:27]=[CH:26][CH:25]=1 |^1:59,78|. Procedure: To a mixture of Compound 277 (1.28 g, 3.86 mmol), 3-[(tert-butyldiphenylsilyl)oxy]propyne (Compound 278, 1.48 g, 5.02 mmol), and diethylamine (800 mL, 7.73 mmol) in dry degassed N,N-dimethylformamide (7.7 mL) was added copper (I) iodide (74 mg, 0.39 mmol) followed by bis(triphenylphosphine)palladium(II) chloride (135 mg, 0.19 mmol). After being stirred in the dark for 11 hours under argon, the mixture was diluted with ethyl acetate (50 mL) and washed with saturated aqueous sodium bicarbonate (20... Starting materials: C(Cl)(Cl)Cl.CCCCCC (chloroform hexane), C1OC2(C3=C(C=CC4=C2C=CC(=C4)CC(=O)N)C=CC=C3)OC1 (2-(5,5-ethylenedioxy-5H-dibenzo[a,d]cyclohepten-2-yl)acetamide), CC(=O)C.CCCCCC (acetone hexane). Product: C1=C(C=CC=2C(C3=C(C=CC21)C=CC=C3)=O)CC(=O)O (2-(5H-dibenzo[a,d]cyclohepten-5-on-2-yl)acetic acid). Reaction SMILES: C(Cl)(Cl)Cl.CCCCCC.C1CO[C:13]2([C:19]3[CH:20]=[CH:21][C:22]([CH2:24][C:25](N)=[O:26])=[CH:23][C:18]=3[CH:17]=[CH:16][C:15]3[CH:28]=[CH:29][CH:30]=[CH:31][C:14]2=3)[O:12]1.CC(C)=[O:36].CCCCCC>>[CH:21]1[C:20]2[CH:17]=[CH:16][C:15]3[CH:28]=[CH:29][CH:30]=[CH:31][C:14]=3[C:13](=[O:12])[C:19]=2[CH:18]=[CH:23][C:22]=1[CH2:24][C:25]([OH:36])=[O:26] |f:0.1,3.4|. Procedure: 11.0 Gm. of 2-(5,5-ethylenedioxy-5H-dibenzo[a,d]cyclohepten-2-yl)propionamide is refluxed for 2 hours in 70 ml. of acetic acid and 105 ml. of concentrated hydrochloric acid. The mixture is cooled and diluted, then extracted with ether. The ethereal solution is extracted with aqueous sodium carbonate and the extract acidified and extracted with ethyl acetate to afford a 70% yield of 2-(5H-dibenzo[a,d]cyclohepten-5-on-2-yl)propionic acid., m.p. (chloroform-hexane) 138°-139° C.; m.p. (acetone-hexan...